This data is from the Open Reaction Database (ORD), a public repository of structured organic reaction records. The task is: describe an organic reaction: reactants, conditions, products, and yield Starting materials: ClC1=NC(=CC(=N1)N)Cl (2,6-dichloro-pyrimidin-4-yl-amine), ClC=1C=CC(=C(C1)B(O)O)OC (5-chloro-2-methoxy-phenyl boronic acid), C1(=CC=CC=C1)P(C1=CC=CC=C1)C1=CC=CC=C1 (triphenylphosphine), C([O-])([O-])=O.[Na+].[Na+] (sodium carbonate), Cl (hydrogen chloride). The reagents and catalysts are C(C)(=O)[O-].[Pd+2].C(C)(=O)[O-] (palladium (II) acetate). The solvent is C(OC)COC (glyme), C(C)O (ethanol), C(Cl)(Cl)Cl (chloroform), O (water), CC(=O)C (acetone), O1CCOCC1 (dioxane). Conditions: time 24 hour. Yields the product hydrochloride salt, ClC1=NC(=CC(=N1)N)C1=C(C=CC(=C1)Cl)OC (2-chloro-6-(5-chloro-2-methoxy-phenyl)-pyrimidin-4-yl-amine). Yield: 15.5%. Reaction SMILES: [Cl:1][C:2]1[N:7]=[C:6]([NH2:8])[CH:5]=[C:4](Cl)[N:3]=1.[Cl:10][C:11]1[CH:12]=[CH:13][C:14]([O:20][CH3:21])=[C:15](B(O)O)[CH:16]=1.C1(P(C2C=CC=CC=2)C2C=CC=CC=2)C=CC=CC=1.C(=O)([O-])[O-].[Na+].[Na+].Cl>O.C(O)C.O1CCOCC1.C([O-])(=O)C.[Pd+2].C([O-])(=O)C.C(Cl)(Cl)Cl.CC(C)=O.C(COC)OC>[Cl:1][C:2]1[N:7]=[C:6]([NH2:8])[CH:5]=[C:4]([C:13]2[CH:12]=[C:11]([Cl:10])[CH:16]=[CH:15][C:14]=2[O:20][CH3:21])[N:3]=1 |f:3.4.5,10.11.12|. Procedure details: Alternatively, to a mixture of 2,6-dichloro-pyrimidin-4-yl-amine (1.64 g, 10.0 mmol), 5-chloro-2-methoxy-phenyl boronic acid (1.84 g, 10.0 mmol), palladium (II) acetate (0.337 g, 1.0 mmol) and triphenylphosphine (0.786 g, 3.0 mmol) was added a solution of sodium carbonate (5.3 g, 50.0 mmol) in water (10 ml) followed by glyme (50 ml). The mixture was stirred under an argon atmosphere for 24 hours. After addition of acetone (50 ml), filtration and concentration of the filtrate provided the crude p...